From a dataset of the Open Reaction Database (ORD), a public repository of structured organic reaction records. describe an organic reaction: reactants, conditions, products, and yield The reactants are COC(CCCCNC(C1=CC(=CC=C1)C=C1C(NC2=CC=C(C=C12)F)=O)=O)=O (5-(3-((5-fluoro-2-oxoindolin-3-ylidene)methyl)benzamido)pentanoic acid methyl ester), CO (CH3OH), solution, [Li+].[OH-] (LiOH), Cl (hydrochloric acid). Run in O (H2O). Reaction conditions: time 24 hour. Yields the product FC=1C=C2C(C(NC2=CC1)=O)=CC=1C=C(C(=O)NCCCCC(=O)O)C=CC1 (5-(3-((5-fluoro-2-oxoindolin-3-ylidene)methyl)benzamido)-pentanoic acid). The yield is 76.9%. Reaction SMILES: C[O:2][C:3](=[O:29])[CH2:4][CH2:5][CH2:6][CH2:7][NH:8][C:9](=[O:28])[C:10]1[CH:15]=[CH:14][CH:13]=[C:12]([CH:16]=[C:17]2[C:25]3[C:20](=[CH:21][CH:22]=[C:23]([F:26])[CH:24]=3)[NH:19][C:18]2=[O:27])[CH:11]=1.CO.[Li+].[OH-].Cl>O>[F:26][C:23]1[CH:24]=[C:25]2[C:20](=[CH:21][CH:22]=1)[NH:19][C:18](=[O:27])[C:17]2=[CH:16][C:12]1[CH:11]=[C:10]([CH:15]=[CH:14][CH:13]=1)[C:9]([NH:8][CH2:7][CH2:6][CH2:5][CH2:4][C:3]([OH:29])=[O:2])=[O:28] |f:2.3|. Procedure details: 5-(3-((5-fluoro-2-oxoindolin-3-ylidene)methyl)benzamido)pentanoic acid methyl ester (396 mg, 1 mmol) and 300 ml of CH3OH were stirred at room temperature while 25 ml of 4 N solution of LiOH in H2O was added. The mixture was stirred for 24 hours at room temperature. The mixture is neutralized with concentrated hydrochloric acid to pH 7 and evaporated under vacuum to remove methanol. The residue was adjusted to pH 3 with concentrated hydrochloric acid. The solids were collected by vacuum filtratio... Reactants: O=C1C(C(C=C2NC[C@H]3[C@@H]4CCC[C@@]4(C)CC[C@@H]3[C@@]12C)=O)CCC1CCCCC1 (1-oxo-2-(cyclohexylethyl)-6-azaandrost-4-en-3-one), CCOCC (ether). The product is O=C(CC1CCCCC1)[C@@H]1[C@]2(C)[C@@H](CC1)[C@@H]1CNC3=CC(CC[C@]3(C)[C@H]1CC2)=O (17β-(1-Oxo-2-cyclohexylethyl)-6-azaandrost-4-en-3-one). As a reaction SMILES: O=[C:2]1[C@@:19]2([CH3:20])[C:6]([NH:7][CH2:8][C@@H:9]3[C@@H:18]2[CH2:17][CH2:16][C@@:14]2([CH3:15])[C@H:10]3[CH2:11][CH2:12][CH2:13]2)=[CH:5][C:4](=[O:21])[CH:3]1CCC1CCCCC1.CC[O:32][CH2:33][CH3:34]>>[O:32]=[C:33]([C@H:13]1[CH2:12][CH2:11][C@H:10]2[C@H:9]3[C@H:18]([CH2:17][CH2:16][C@:14]12[CH3:15])[C@:19]1([CH3:20])[C:6](=[CH:5][C:4](=[O:21])[CH2:3][CH2:2]1)[NH:7][CH2:8]3)[CH2:34][CH:2]1[CH2:19][CH2:6][CH2:5][CH2:4][CH2:3]1. Procedure: A solution of 17β-carboxy-6-t-butoxycarbonyl-6-azaandrost-4-en-3-one (260 mg, 0.62 mmol), example 1, part F, is dissolved in toluene (10 mL) and treated with pyridine (3 eq) and catalytic dimethylformamide, cooled to 0° C., and thionyl chloride added (80 mL, 1.10 mmol). The reaction is then allowed to warm to room temperature and stir for 1 hr. The solids are then removed by filtration, the solution concentrated, the resulting crude acrid chloride dissolved in THF (6 mL), Cul added (120 mg, 0.62... Starting materials: O=C1CCCCN1, CNCCNC, Cc1ccccc1, [Cu]I, NCc1cccc(I)c1, [K+], [K+], [K+], N, O, O=P([O-])([O-])[O-]. The product is NCc1cccc(N2CCCCC2=O)c1. As a reaction SMILES: [C:1]1(=[O:7])[CH2:2][CH2:3][CH2:4][CH2:5][NH:6]1.[CH3:16][NH:17][CH2:18][CH2:19][NH:20][CH3:21].[CH3:35][c:36]1[cH:37][cH:38][cH:39][cH:40][cH:41]1.[Cu:32][I:33].[I:22][c:23]1[cH:24][c:25]([CH2:26][NH2:27])[cH:28][cH:29][cH:30]1.[K+:13].[K+:14].[K+:15].[NH3:31].[OH2:34].[P:8]([O-:9])([O-:10])([O-:11])=[O:12]>>[C:1]1(=[O:7])[CH2:2][CH2:3][CH2:4][CH2:5][N:6]1[c:23]1[cH:24][c:25]([CH2:26][NH2:27])[cH:28][cH:29][cH:30]1. Procedure: Prepared similarly to Intermediate 15 from n-propylamine and 1-phenyl-N-{[2-(trifluoromethyl)-2-oxiranyl]methyl}-1H-indazol-4-amine. Starting materials: C(C)NCC(C(F)(F)F)(O)CNC1=C2C=NN(C2=CC=C1)C1=CC=CC=C1 (3-(Ethylamino)-1,1,1-trifluoro-2-{[(1-phenyl-1H-indazol-4-yl)amino]methyl}-2-propanol), C(CC)N (n-propylamine), C1(=CC=CC=C1)N1N=CC=2C(=CC=CC12)NCC1(OC1)C(F)(F)F (1-phenyl-N-{[2-(trifluoromethyl)-2-oxiranyl]methyl}-1H-indazol-4-amine). Reaction SMILES: [CH2:1]([NH:3][CH2:4][C:5]([CH2:11][NH:12][C:13]1[CH:21]=[CH:20][CH:19]=[C:18]2[C:14]=1[CH:15]=[N:16][N:17]2[C:22]1[CH:27]=[CH:26][CH:25]=[CH:24][CH:23]=1)([OH:10])[C:6]([F:9])([F:8])[F:7])[CH3:2].[CH2:28](N)CC.C1(N2C3C=CC=C(NCC4(C(F)(F)F)CO4)C=3C=N2)C=CC=CC=1>>[F:7][C:6]([F:9])([F:8])[C:5]([CH2:4][NH:3][CH2:1][CH2:2][CH3:28])([OH:10])[CH2:11][NH:12][C:13]1[CH:21]=[CH:20][CH:19]=[C:18]2[C:14]=1[CH:15]=[N:16][N:17]2[C:22]1[CH:27]=[CH:26][CH:25]=[CH:24][CH:23]=1. The product is FC(C(CNC1=C2C=NN(C2=CC=C1)C1=CC=CC=C1)(O)CNCCC)(F)F (1,1,1-Trifluoro-3-[(1-phenyl-1H-indazol-4-yl)amino]-2-[(propylamino)methyl]-2-propanol).